From a dataset of the Open Reaction Database (ORD), a public repository of structured organic reaction records. describe an organic reaction: reactants, conditions, products, and yield Starting materials: CN1C(=NC(=C1)C)CSCCN (1,4-dimethyl-2-[(2-aminoethyl)thiomethyl]imidazole), C(C)(=O)OCC.C(C)O (ethyl acetate ethanol), dihydrobromide, CN=C=S (methyl isothiocyanate). Solvent: C(C)O (ethanol). Yields the product CNC(=S)NCCSCC=1N(C=C(N1)C)C (N-methyl-N'-[2-((1,4-dimethyl-2-imidazolyl)methylthio)ethyl]thiourea). RXN SMILES: [CH3:1][N:2]1[CH:6]=[C:5]([CH3:7])[N:4]=[C:3]1[CH2:8][S:9][CH2:10][CH2:11][NH2:12].[CH3:13][N:14]=[C:15]=[S:16].C(OCC)(=O)C.C(O)C>C(O)C>[CH3:13][NH:14][C:15]([NH:12][CH2:11][CH2:10][S:9][CH2:8][C:3]1[N:2]([CH3:1])[CH:6]=[C:5]([CH3:7])[N:4]=1)=[S:16] |f:2.3|. Reported procedure: The reaction of 1,4-dimethyl-2-[(2-aminoethyl)thiomethyl]imidazole (derived from the 6.2 g. dihydrobromide) with methyl isothiocyanate (1.34 g.) in ethanol (50 ml.) followed by chromatography on a column of silica gel with ethyl acetate-ethanol (9:1) as eluant gave N-methyl-N'-[2-((1,4-dimethyl-2-imidazolyl)methylthio)ethyl]thiourea (2.1 g.). (Found: C, 46.8; H, 6.9; N, 21.5; S, 24.9. C10H18N4S2 requires: C, 46.5; H, 7.0; N, 21.7; S, 24.8). The reactants are ClC1=CC=C(C=C1)N1C(=NC(=CC1=O)C(F)(F)F)NN (3-(4-chlorophenyl)-3,4-dihydro-2-hydrazino-6-trifluoromethylpyrimidin-4-one), C(OCC)(OCC)OCC (triethyl orthoformate). The solvent is C(C)(=O)O (acetic acid). Reaction conditions: temperature 120 celsius. The product is ClC1=CC=C(C=C1)N1C=2N(C(=CC1=O)C(F)(F)F)C=NN2 (8-(4-chlorophenyl)-7,8-dihydro-5-trifluoromethyl-1,2,4-triazolo[4,3-a]pyrimidin-7-one). Reaction SMILES: [Cl:1][C:2]1[CH:7]=[CH:6][C:5]([N:8]2[C:13](=[O:14])[CH:12]=[C:11]([C:15]([F:18])([F:17])[F:16])[N:10]=[C:9]2[NH:19][NH2:20])=[CH:4][CH:3]=1.[CH:21](OCC)(OCC)OCC>C(O)(=O)C>[Cl:1][C:2]1[CH:7]=[CH:6][C:5]([N:8]2[C:13](=[O:14])[CH:12]=[C:11]([C:15]([F:18])([F:16])[F:17])[N:10]3[CH:21]=[N:20][N:19]=[C:9]23)=[CH:4][CH:3]=1. Procedure details: A mixture of 3-(4-chlorophenyl)-3,4-dihydro-2-hydrazino-6-trifluoromethylpyrimidin-4-one (0.7 g), triethyl orthoformate (1.0 g) and acetic acid (10 ml) was heated for one hour at 120° C. The solvent was distilled off under reduced pressure and the residue was purified by a preparative thin-layer plate of silica gel (developing solvent: ethyl acetate/hexane=4/6) to give the compound of interest (0.45 g).